From a dataset of the Open Reaction Database (ORD), a public repository of structured organic reaction records. describe an organic reaction: reactants, conditions, products, and yield The product is COC(=O)C(NC(=O)c1ccc(C#Cc2ccc(CN3CCOCC3)cc2)cc1)C(C)O. As a reaction SMILES: [C:1]([O:2][BH-:3]([O:4][C:5](=[O:6])[CH3:7])[O:8][C:9](=[O:10])[CH3:11])(=[O:12])[CH3:13].[CH2:42]1[CH2:43][O:44][CH2:45][CH2:46][NH:47]1.[CH2:48]1[O:49][CH2:50][CH2:51][CH2:52]1.[CH3:15][O:16][C:17]([CH:18]([CH:19]([CH3:20])[OH:21])[NH:22][C:23]([c:24]1[cH:25][cH:26][c:27]([C:30]#[C:31][c:32]2[cH:33][cH:34][c:35]([CH:38]=[O:39])[cH:36][cH:37]2)[cH:28][cH:29]1)=[O:40])=[O:41].[Na+:14]>>[CH3:15][O:16][C:17]([CH:18]([CH:19]([CH3:20])[OH:21])[NH:22][C:23]([c:24]1[cH:25][cH:26][c:27]([C:30]#[C:31][c:32]2[cH:33][cH:34][c:35]([CH2:38][N:47]3[CH2:42][CH2:43][O:44][CH2:45][CH2:46]3)[cH:36][cH:37]2)[cH:28][cH:29]1)=[O:40])=[O:41]. Starting materials: CC(=O)O[BH-](OC(C)=O)OC(C)=O, C1COCCN1, C1CCOC1, COC(=O)C(NC(=O)c1ccc(C#Cc2ccc(C=O)cc2)cc1)C(C)O, [Na+]. Starting materials: CN1CCN(c2cc(N3Cc4cc(Br)ccc4CC3CO[Si](C)(C)C(C)(C)C)nc(N)n2)CC1, C1COCCO1, O, O[Si](O)(O)F. Yields the product CN1CCN(c2cc(N3Cc4cc(Br)ccc4CC3CO)nc(N)n2)CC1. RXN SMILES: [Br:1][c:2]1[cH:3][cH:4][c:5]2[c:10]([cH:11]1)[CH2:9][N:8]([c:12]1[n:13][c:14]([NH2:25])[n:15][c:16]([N:18]3[CH2:19][CH2:20][N:21]([CH3:24])[CH2:22][CH2:23]3)[cH:17]1)[CH:7]([CH2:26][O:27][Si:28]([C:29]([CH3:30])([CH3:31])[CH3:32])([CH3:33])[CH3:34])[CH2:6]2.[CH2:40]1[O:41][CH2:42][CH2:43][O:44][CH2:45]1.[OH2:46].[Si:35]([F:36])([OH:37])([OH:38])[OH:39]>>[Br:1][c:2]1[cH:3][cH:4][c:5]2[c:10]([cH:11]1)[CH2:9][N:8]([c:12]1[n:13][c:14]([NH2:25])[n:15][c:16]([N:18]3[CH2:19][CH2:20][N:21]([CH3:24])[CH2:22][CH2:23]3)[cH:17]1)[CH:7]([CH2:26][OH:27])[CH2:6]2. Reactants: ClC1=C(C(=O)NCC#C)C=CC=N1 (2-Chloro-N-(prop-2-ynyl)nicotinamide), COC1=C(N)C=CC(=C1)OC (2,4-dimethoxyaniline). Run in C(CO)O (ethylene glycol). Conditions: temperature 140 celsius. Yields the product COC1=C(C=CC(=C1)OC)NC1=C(C(=O)NCC#C)C=CC=N1 (2-(2,4-dimethoxyphenylamino)-N-(prop-2-ynyl)nicotinamide). As a reaction SMILES: Cl[C:2]1[N:13]=[CH:12][CH:11]=[CH:10][C:3]=1[C:4]([NH:6][CH2:7][C:8]#[CH:9])=[O:5].[CH3:14][O:15][C:16]1[CH:22]=[C:21]([O:23][CH3:24])[CH:20]=[CH:19][C:17]=1[NH2:18]>C(O)CO>[CH3:14][O:15][C:16]1[CH:22]=[C:21]([O:23][CH3:24])[CH:20]=[CH:19][C:17]=1[NH:18][C:2]1[N:13]=[CH:12][CH:11]=[CH:10][C:3]=1[C:4]([NH:6][CH2:7][C:8]#[CH:9])=[O:5]. Procedure: Compound 8 (194 mg, 1 mmol) and 2,4-dimethoxyaniline (9 g, 153 mg, 1 mmol) were taken in ethylene glycol and heated at 140° C. for 6 h. Then the reaction mixture was cooled and extracted with ethyl acetate from the aqueous layer and concentrated in vacuum. The compound was further purified by column chromatography using 60-120 silica gel to obtain 2-(2,4-dimethoxyphenylamino)-N-(prop-2-ynyl)nicotinamide 10g as pure product. To a solution of 2-(2,4-dimethoxyphenylamino)-N-(prop-2-ynyl)nicotinamid... Reactants: O=C([O-])[O-], O=C([O-])[O-], CCC1C(=O)Nc2ccc(F)cc2N1C(=O)c1ccc(OC)cc1, CC#N, [Cs+], [Cs+], CC(C)CI, [K+], [K+]. The product is CCC1C(=O)N(CC(C)C)c2ccc(F)cc2N1C(=O)c1ccc(OC)cc1. RXN SMILES: [C:25](=[O:26])([O-:27])[O-:28].[C:31](=[O:32])([O-:33])[O-:34].[CH2:1]([CH3:2])[CH:3]1[C:4](=[O:24])[NH:5][c:6]2[cH:7][cH:8][c:9]([F:23])[cH:10][c:11]2[N:12]1[C:13]([c:14]1[cH:15][cH:16][c:17]([O:20][CH3:21])[cH:18][cH:19]1)=[O:22].[CH3:42][C:43]#[N:44].[Cs+:29].[Cs+:30].[I:37][CH2:38][CH:39]([CH3:40])[CH3:41].[K+:35].[K+:36]>>[CH2:1]([CH3:2])[CH:3]1[C:4](=[O:24])[N:5]([CH2:38][CH:39]([CH3:40])[CH3:41])[c:6]2[cH:7][cH:8][c:9]([F:23])[cH:10][c:11]2[N:12]1[C:13]([c:14]1[cH:15][cH:16][c:17]([O:20][CH3:21])[cH:18][cH:19]1)=[O:22]. The product is CC(C)c1ccc(C(=O)c2ccc([N+](=O)[O-])cc2)cc1. Reactants: [Al+3], CC(C)c1ccccc1, [Cl-], [Cl-], [Cl-], Clc1ccccc1, Cl, O=C(Cl)c1ccc([N+](=O)[O-])cc1. As a reaction SMILES: [Al+3:2].[CH3:5][CH:6]([CH3:7])[c:8]1[cH:9][cH:10][cH:11][cH:12][cH:13]1.[Cl-:1].[Cl-:3].[Cl-:4].[Cl:27][c:28]1[cH:29][cH:30][cH:31][cH:32][cH:33]1.[ClH:26].[N+:14](=[O:15])([O-:16])[c:17]1[cH:18][cH:19][c:20]([C:21](=[O:22])[Cl:23])[cH:24][cH:25]1>>[CH3:5][CH:6]([CH3:7])[c:8]1[cH:9][cH:10][c:11]([C:21]([c:20]2[cH:19][cH:18][c:17]([N+:14](=[O:15])[O-:16])[cH:25][cH:24]2)=[O:22])[cH:12][cH:13]1. Starting materials: [Mg] (magnesium), C(C)OC(C(=CC1=CC=C(C=C1)CCN(CCCCCCC)C(=O)OC(C)(C)C)OCC)=O (3-{4-[2-(tert-butoxycarbonyl-heptyl-amino)-ethyl]-phenyl}-2-ethoxy-acrylic acid ethyl ester), [Mg] (magnesium). Solvent: CO (methanol). The product is COC(C(CC1=CC=C(C=C1)CCN(CCCCCCC)C(=O)OC(C)(C)C)OCC)=O (3-{4-[2-(tert-butoxycarbonyl-heptyl-amino)-ethyl]-phenyl}-2-ethoxy-propionic acid methyl ester). The yield is 87.6%. Reaction SMILES: [CH2:1]([O:3][C:4](=[O:33])[C:5]([O:30][CH2:31][CH3:32])=[CH:6][C:7]1[CH:12]=[CH:11][C:10]([CH2:13][CH2:14][N:15]([C:23]([O:25][C:26]([CH3:29])([CH3:28])[CH3:27])=[O:24])[CH2:16][CH2:17][CH2:18][CH2:19][CH2:20][CH2:21][CH3:22])=[CH:9][CH:8]=1)C.[Mg]>CO>[CH3:1][O:3][C:4](=[O:33])[CH:5]([O:30][CH2:31][CH3:32])[CH2:6][C:7]1[CH:12]=[CH:11][C:10]([CH2:13][CH2:14][N:15]([C:23]([O:25][C:26]([CH3:28])([CH3:27])[CH3:29])=[O:24])[CH2:16][CH2:17][CH2:18][CH2:19][CH2:20][CH2:21][CH3:22])=[CH:9][CH:8]=1. Procedure details: To a solution of 3-{4-[2-(tert-butoxycarbonyl-heptyl-amino)-ethyl]-phenyl}-2-ethoxy-acrylic acid ethyl ester (1.11 mmol, 510 mg) dissolved in anhydrous methanol (20 mL) was added dry magnesium turnings (2.77 mmol, 67 mg). The resulting solution was allowed to stir at room temperature, with additional portions of magnesium being added after dissolution of the previous portion until the starting material had been consumed as determined by mass spectrometry. The mixture was poured over 25 mL of ice... Starting materials: ClC=1C=CC2=C(C(=NCC(=N2)NN=C(CN2CCCC2)C(=O)O)C2=CC=CC=C2)C1 (7-chloro-2-[(1-carboxy-2-pyrrolidinoethylidene)hydrazino]-5-phenyl-3H-1,4-benzodiazepine), [N+](=[N-])=C (diazomethane). Product: ClC=1C=CC2=C(C(=NCC(=N2)NN=C(CN2CCCC2)C(=O)OC)C2=CC=CC=C2)C1 (7-chloro-2-[[1-(methoxycarbonyl)-2-pyrrolidinoethylidene]hydrazino]-5-phenyl-3H-1,4-benzodiazepine). As a reaction SMILES: [Cl:1][C:2]1[CH:3]=[CH:4][C:5]2[N:11]=[C:10]([NH:12][N:13]=[C:14]([C:21]([OH:23])=[O:22])[CH2:15][N:16]3[CH2:20][CH2:19][CH2:18][CH2:17]3)[CH2:9][N:8]=[C:7]([C:24]3[CH:29]=[CH:28][CH:27]=[CH:26][CH:25]=3)[C:6]=2[CH:30]=1.[N+](=[CH2:33])=[N-]>>[Cl:1][C:2]1[CH:3]=[CH:4][C:5]2[N:11]=[C:10]([NH:12][N:13]=[C:14]([C:21]([O:23][CH3:33])=[O:22])[CH2:15][N:16]3[CH2:20][CH2:19][CH2:18][CH2:17]3)[CH2:9][N:8]=[C:7]([C:24]3[CH:25]=[CH:26][CH:27]=[CH:28][CH:29]=3)[C:6]=2[CH:30]=1. Reported procedure: In the manner given in Example 14, 7-chloro-2-[(1-carboxy-2-pyrrolidinoethylidene)hydrazino]-5-phenyl-3H-1,4-benzodiazepine can be treated with ethereal diazomethane to give 7-chloro-2-[[1-(methoxycarbonyl)-2-pyrrolidinoethylidene]hydrazino]-5-phenyl-3H-1,4-benzodiazepine.